The task is: describe an organic reaction: reactants, conditions, products, and yield. This data is from the Open Reaction Database (ORD), a public repository of structured organic reaction records. The reactants are CN(C(=O)C=1C=C2C(=NN(C2=CC1)C1OCCCC1)C1=NC(=NC=C1)N1CCC(CC1)NC(OC(C)(C)C)=O)C (tert-butyl (1-(4-(5-(dimethylcarbamoyl)-1-(tetrahydro-2H-pyran-2-yl)-1H-indazol-3-yl)pyrimidin-2-yl)piperidin-4-yl)carbamate), Cl (HCl). Solvent: CCOC(=O)C (EtOAc). Conditions: time 3 hour. Product: NC1CCN(CC1)C1=NC=CC(=N1)C1=NNC2=CC=C(C=C12)C(=O)N(C)C (3-(2-(4-aminopiperidin-1-yl)pyrimidin-4-yl)-N,N-dimethyl-1H-indazole-5-carboxamide). Yield: 56.4%. As a reaction SMILES: [CH3:1][N:2]([CH3:40])[C:3]([C:5]1[CH:6]=[C:7]2[C:11](=[CH:12][CH:13]=1)[N:10](C1CCCCO1)[N:9]=[C:8]2[C:20]1[CH:25]=[CH:24][N:23]=[C:22]([N:26]2[CH2:31][CH2:30][CH:29]([NH:32]C(=O)OC(C)(C)C)[CH2:28][CH2:27]2)[N:21]=1)=[O:4].Cl>CCOC(C)=O>[NH2:32][CH:29]1[CH2:30][CH2:31][N:26]([C:22]2[N:21]=[C:20]([C:8]3[C:7]4[C:11](=[CH:12][CH:13]=[C:5]([C:3]([N:2]([CH3:40])[CH3:1])=[O:4])[CH:6]=4)[NH:10][N:9]=3)[CH:25]=[CH:24][N:23]=2)[CH2:27][CH2:28]1. Reported procedure: To a solution of tert-butyl (1-(4-(5-(dimethylcarbamoyl)-1-(tetrahydro-2H-pyran-2-yl)-1H-indazol-3-yl)pyrimidin-2-yl)piperidin-4-yl)carbamate (0.4 g, 0.728 mmol) in EtOAc (8 mL) was added HCl (4 N in dioxane, 8 mL) and the reaction was stirred at RT for 3 h The mixture was quenched with water and neutralized with NaHCO3 and extracted with EtOAc. The organic layer was separated and dried over Na2SO4, filtered and concentrated. The residue was purified with HPLC (5-50% MeCN in water with 0.1% TFA)...